Dataset: the Open Reaction Database (ORD), a public repository of structured organic reaction records. Task: describe an organic reaction: reactants, conditions, products, and yield The reactants are C(C)(C)C=1N(C2=CC=C(C=C2C1C1=CC=NC=C1)O)C (2-isopropyl-1-methyl-3-(4-pyridyl)-1H-indole-5-ol), C(C)OC(C(C)(C)Br)=O (2-bromo-2-methyl-propanoic acid ethylester). The product is C(C)OC(C(C)(C)OC=1C=C2C(=C(N(C2=CC1)C)C(C)C)C1=CC=NC=C1)=O (2-[2-Isopropyl-1-methyl-3-(4-pyridyl)-1H-indole-5-yloxy]-2-methyl-propanoic acid ethylester). RXN SMILES: [CH:1]([C:4]1[N:5]([CH3:20])[C:6]2[C:11]([C:12]=1[C:13]1[CH:18]=[CH:17][N:16]=[CH:15][CH:14]=1)=[CH:10][C:9]([OH:19])=[CH:8][CH:7]=2)([CH3:3])[CH3:2].[CH2:21]([O:23][C:24](=[O:29])[C:25](Br)([CH3:27])[CH3:26])[CH3:22]>>[CH2:21]([O:23][C:24](=[O:29])[C:25]([O:19][C:9]1[CH:10]=[C:11]2[C:6](=[CH:7][CH:8]=1)[N:5]([CH3:20])[C:4]([CH:1]([CH3:3])[CH3:2])=[C:12]2[C:13]1[CH:18]=[CH:17][N:16]=[CH:15][CH:14]=1)([CH3:27])[CH3:26])[CH3:22]. Reported procedure: The above compound was prepared from 2-isopropyl-1-methyl-3-(4-pyridyl)-1H-indole-5-ol and 2-bromo-2-methyl-propanoic acid ethylester using a procedure analogous to that of Example 10.